Dataset: the Open Reaction Database (ORD), a public repository of structured organic reaction records. Task: describe an organic reaction: reactants, conditions, products, and yield The reactants are O.Cl.CC1=C(C=CC=C1C)C(C)C1=CN=CN1 (5-[1-(2,3-dimethylphenyl)ethyl]-1H-imidazole hydrochloride hydrate), CC(=O)C (acetone). The solvent is O (water). Reaction conditions: temperature 57 celsius, time 3 hour. Product: Cl.CC1=C(C=CC=C1C)C(C)C1=CN=CN1 ((±)-5-[1-(2,3-dimethylphenyl)ethyl]-1H-imidazole hydrochloride). Reaction SMILES: O.[ClH:2].[CH3:3][C:4]1[C:9]([CH3:10])=[CH:8][CH:7]=[CH:6][C:5]=1[CH:11]([C:13]1[NH:17][CH:16]=[N:15][CH:14]=1)[CH3:12].CC(C)=O>O>[ClH:2].[CH3:3][C:4]1[C:9]([CH3:10])=[CH:8][CH:7]=[CH:6][C:5]=1[CH:11]([C:13]1[NH:17][CH:16]=[N:15][CH:14]=1)[CH3:12] |f:0.1.2,5.6|. Procedure details: 5-[1-(2,3-dimethylphenyl)ethyl]-1H-imidazole hydrochloride hydrate (89 g), acetone (855 mL) and water (34 mL) were mixed in a 2-liter flask, fitted with a thermometer and a reflux condenser. The reaction mixture was heated to 56-58° C. for 15 minutes, at which point it was filtered. The filtrate was at first cooled to 20-30° C. over 1 to 1.5 hours, and then it was cooled to 0 to −10)° C. for 2.5 to 3.5 hours. The reactants are O=C(CCCCl)NCC=CCOc1cc(CN2CCCCC2)ccn1, Sc1ccccn1. Yields the product O=C(CCCSc1ccccn1)NCC=CCOc1cc(CN2CCCCC2)ccn1. As a reaction SMILES: [N:1]1([CH2:7][c:8]2[cH:9][c:10]([O:14][CH2:15][CH:16]=[CH:17][CH2:18][NH:19][C:20]([CH2:21][CH2:22][CH2:23][Cl:24])=[O:25])[n:11][cH:12][cH:13]2)[CH2:2][CH2:3][CH2:4][CH2:5][CH2:6]1.[SH:26][c:27]1[n:28][cH:29][cH:30][cH:31][cH:32]1>>[N:1]1([CH2:7][c:8]2[cH:9][c:10]([O:14][CH2:15][CH:16]=[CH:17][CH2:18][NH:19][C:20]([CH2:21][CH2:22][CH2:23][S:26][c:27]3[n:28][cH:29][cH:30][cH:31][cH:32]3)=[O:25])[n:11][cH:12][cH:13]2)[CH2:2][CH2:3][CH2:4][CH2:5][CH2:6]1. The reactants are CN, CN(C)C=O, O=[N+]([O-])c1ccc(Cl)nc1Cl, [Na+], [Na+], O=C([O-])[O-], O. The product is CNc1nc(Cl)ccc1[N+](=O)[O-]. As a reaction SMILES: [CH3:12][NH2:13].[CH3:20][N:21]([CH3:22])[CH:23]=[O:24].[Cl:1][c:2]1[n:3][c:4]([Cl:11])[cH:5][cH:6][c:7]1[N+:8](=[O:9])[O-:10].[Na+:14].[Na+:15].[O-:16][C:17](=[O:18])[O-:19].[OH2:25]>>[c:2]1([NH:13][CH3:12])[n:3][c:4]([Cl:11])[cH:5][cH:6][c:7]1[N+:8](=[O:9])[O-:10]. Conditions: temperature 55 celsius, time 0.5 hour. Procedure details: A solution of 530 mg of 16k in 9 ml of dioxane was mixed with a solution of 300 mg of KOH in 3 ml of water and stirred at 55° C. for ½ hr. The reaction mixture was diluted with 25 ml of water and acidified with 0.5N HCl to pH3 and the product was extracted with ethyl acetate. The extract was once washed with water, dried and concentrated, to give 480 mg of 16l as colorless oil. Reactants: Cl (HCl), BrC1=C(C=C2CCN(C(C2=C1)C(=O)OCC)C(C(=O)N(CCCCCC#CC1=CN=CS1)C(C)(C)C)=O)OC (ethyl 7-bromo-2-(2-(tert-butyl(7-(thiazol-5-yl)hept-6-ynyl)amino)-2-oxoacetyl)-6-methoxy-1,2,3,4-tetrahydroisoquinoline-1-carboxylate), [OH-].[K+] (KOH). Solvent: O (water), O1CCOCC1 (dioxane), O (water). RXN SMILES: [Br:1][C:2]1[CH:11]=[C:10]2[C:5]([CH2:6][CH2:7][N:8]([C:17](=[O:37])[C:18]([N:20]([C:33]([CH3:36])([CH3:35])[CH3:34])[CH2:21][CH2:22][CH2:23][CH2:24][CH2:25][C:26]#[C:27][C:28]3[S:32][CH:31]=[N:30][CH:29]=3)=[O:19])[CH:9]2[C:12]([O:14]CC)=[O:13])=[CH:4][C:3]=1[O:38][CH3:39].[OH-].[K+].Cl>O1CCOCC1.O>[Br:1][C:2]1[CH:11]=[C:10]2[C:5]([CH2:6][CH2:7][N:8]([C:17](=[O:37])[C:18]([N:20]([C:33]([CH3:34])([CH3:35])[CH3:36])[CH2:21][CH2:22][CH2:23][CH2:24][CH2:25][C:26]#[C:27][C:28]3[S:32][CH:31]=[N:30][CH:29]=3)=[O:19])[CH:9]2[C:12]([OH:14])=[O:13])=[CH:4][C:3]=1[O:38][CH3:39] |f:1.2|. Yield: 94.9%. The product is BrC1=C(C=C2CCN(C(C2=C1)C(=O)O)C(C(=O)N(CCCCCC#CC1=CN=CS1)C(C)(C)C)=O)OC (7-bromo-2-(2-(tert-butyl(7-(thiazol-5-yl)hept-6-ynyl)amino)-2-oxoacetyl)-6-methoxy-1,2,3,4-tetrahydroisoquinoline-1-carboxylic acid). Starting materials: ClC1=NC=NC2=CC(=C(C=C12)Cl)C(=O)Cl (4,6-dichloro-quinazoline-7-carboxylic acid chloride), N1C=CCC1 (pyrroline), [OH-].[Na+] (sodium hydroxide). Run in ClCCl (dichloromethane). The product is ClC1=NC=NC2=CC(=C(C=C12)Cl)C(=O)N1CC=CC1 (4,6-dichloro-7-(2.5-dihydropyrrol-1-yl-carbonyl)-quinazoline). RXN SMILES: [Cl:1][C:2]1[C:11]2[C:6](=[CH:7][C:8]([C:13](Cl)=[O:14])=[C:9]([Cl:12])[CH:10]=2)[N:5]=[CH:4][N:3]=1.[NH:16]1[CH2:20][CH2:19][CH:18]=[CH:17]1.[OH-].[Na+]>ClCCl>[Cl:1][C:2]1[C:11]2[C:6](=[CH:7][C:8]([C:13]([N:16]3[CH2:20][CH:19]=[CH:18][CH2:17]3)=[O:14])=[C:9]([Cl:12])[CH:10]=2)[N:5]=[CH:4][N:3]=1 |f:2.3|. Procedure details: Prepared analogously to Example 2c from 4,6-dichloro-quinazoline-7-carboxylic acid chloride, pyrroline and sodium hydroxide solution in dichloromethane Reactants: O (water), C[Si](C)(C)C#N (trimethylsilyl cyanide), [Sn](Cl)(Cl)(Cl)Cl (tin (IV) chloride), BrC(C)(C)C1=CC=C(C=C1)C(CCCCl)=O (1-[4-(1-bromo-1-methyl-ethyl)-phenyl]-4-chloro-butan-1-one). The solvent is C(Cl)Cl (methylene chloride). Product: ClCCCC(=O)C1=CC=C(C=C1)C(C#N)(C)C (2-[4-(4-chloro-butyryl)-phenyl]-2-methyl-propionitrile). RXN SMILES: Br[C:2]([C:5]1[CH:10]=[CH:9][C:8]([C:11](=[O:16])[CH2:12][CH2:13][CH2:14][Cl:15])=[CH:7][CH:6]=1)([CH3:4])[CH3:3].C[Si]([C:21]#[N:22])(C)C.[Sn](Cl)(Cl)(Cl)Cl.O>C(Cl)Cl>[Cl:15][CH2:14][CH2:13][CH2:12][C:11]([C:8]1[CH:7]=[CH:6][C:5]([C:2]([CH3:4])([CH3:3])[C:21]#[N:22])=[CH:10][CH:9]=1)=[O:16]. Procedure: Dissolve 1-[4-(1-bromo-1-methyl-ethyl)-phenyl]-4-chloro-butan-1-one (2.00 g, 6.59 mmol) in anhydrous methylene chloride (20 mL) and place under an argon atmosphere. Add trimethylsilyl cyanide (1.10 mL, 8.25 mmol) followed by tin (IV) chloride (0.20 mL, 1.7 mmol) via syringe. Stir at reflux for 1 hour, add water (20 mL) and stir for an additional ½ hour. Separate the layers and extract the aqueous layer with methylene chloride. Combine the organic layers, wash with brine, dry (MgSO4), filter and ... Starting materials: Cl.ClC1=CC=C(C=C1)C1=NN=C(C2=CC=CC=C12)NC1=CC=C(C=C1)O (4-(4-(4-chlorophenyl)phthalazin-1-ylamino)phenol hydrochloride), C(C1=CC=CC=C1)OC=1C=NC2=C(C=CN=C2C1)Cl (3-(benzyloxy)-8-chloro-1,5-naphthyridine), C([O-])([O-])=O.[Cs+].[Cs+] (cesium carbonate), CS(=O)C (DMSO). The solvent is O (Water). Conditions: temperature 100 celsius. Yields the product C(C1=CC=CC=C1)OC1=CN=C2C(=CC=NC2=C1)OC1=CC=C(C=C1)NC1=NN=C(C2=CC=CC=C12)C1=CC=C(C=C1)Cl (N-(4-(7-(benzyloxy)-1,5-naphthyridin-4-yloxy)phenyl)-4-(4-chlorophenyl)phthalazin-1-amine). Reaction SMILES: Cl.[Cl:2][C:3]1[CH:8]=[CH:7][C:6]([C:9]2[C:18]3[C:13](=[CH:14][CH:15]=[CH:16][CH:17]=3)[C:12]([NH:19][C:20]3[CH:25]=[CH:24][C:23]([OH:26])=[CH:22][CH:21]=3)=[N:11][N:10]=2)=[CH:5][CH:4]=1.[CH2:27]([O:34][C:35]1[CH:36]=[N:37][C:38]2[C:43]([CH:44]=1)=[N:42][CH:41]=[CH:40][C:39]=2Cl)[C:28]1[CH:33]=[CH:32][CH:31]=[CH:30][CH:29]=1.C(=O)([O-])[O-].[Cs+].[Cs+].CS(C)=O>O>[CH2:27]([O:34][C:35]1[CH:44]=[C:43]2[C:38]([C:39]([O:26][C:23]3[CH:22]=[CH:21][C:20]([NH:19][C:12]4[C:13]5[C:18](=[CH:17][CH:16]=[CH:15][CH:14]=5)[C:9]([C:6]5[CH:5]=[CH:4][C:3]([Cl:2])=[CH:8][CH:7]=5)=[N:10][N:11]=4)=[CH:25][CH:24]=3)=[CH:40][CH:41]=[N:42]2)=[N:37][CH:36]=1)[C:28]1[CH:29]=[CH:30][CH:31]=[CH:32][CH:33]=1 |f:0.1,3.4.5|. Procedure: A pyrex reaction tube was charged with 4-(4-(4-chlorophenyl)phthalazin-1-ylamino)phenol hydrochloride (344 mg, 894 μmol), 3-(benzyloxy)-8-chloro-1,5-naphthyridine (220 mg, 813 μmol), cesium carbonate (662 mg, 2032 μmol) and 4.1 mL DMSO. The tube was sealed and the mixture was heated at 100° C. for 4 h. Water was added and the resulting precipitate was filtered, washed with water and dried. The crude material was purified by silica gel chromatography, 90/10/1 DCM/MeOH/NH4OH in DCM to provide N-(4...